This data is from the Open Reaction Database (ORD), a public repository of structured organic reaction records. The task is: describe an organic reaction: reactants, conditions, products, and yield Starting materials: example 6 ( 1 ), C(C)(C)(C)C=1C=C2C(N(C(C2=CC1)=O)CC(C(=O)OC)C1(OCCO1)C)=O (methyl 3-(5-t-butyl-1,3-dioxo-1,3-dihydro-isoindol-2-yl)-2-(2-methyl-[1,3]dioxolan-2-yl)propionate), O.C1(=CC=C(C=C1)S(=O)(=O)O)C (p-toluenesulfonic acid monohydrate). Yields the product C(C)(C)(C)C=1C=C2C(N(C(C2=CC1)=O)CC(C(=O)OC)C(C)=O)=O (Methyl 2-(5-t-butyl-1,3-dioxo-1,3-dihydro-isoindol-2-ylmethyl)-3-oxo-butyrate). RXN SMILES: [C:1]([C:5]1[CH:6]=[C:7]2[C:11](=[CH:12][CH:13]=1)[C:10](=[O:14])[N:9]([CH2:15][CH:16]([C:21]1([CH3:26])OCC[O:22]1)[C:17]([O:19][CH3:20])=[O:18])[C:8]2=[O:27])([CH3:4])([CH3:3])[CH3:2].O.C1(C)C=CC(S(O)(=O)=O)=CC=1>>[C:1]([C:5]1[CH:6]=[C:7]2[C:11](=[CH:12][CH:13]=1)[C:10](=[O:14])[N:9]([CH2:15][CH:16]([C:21](=[O:22])[CH3:26])[C:17]([O:19][CH3:20])=[O:18])[C:8]2=[O:27])([CH3:4])([CH3:2])[CH3:3] |f:1.2|. Procedure details: Methyl 2-(5-t-butyl-1,3-dioxo-1,3-dihydro-isoindol-2-ylmethyl)-3-oxo-butyrate was prepared (42 mg, 34%) in the same manner as described in the above example 6 (1) from methyl 3-(5-t-butyl-1,3-dioxo-1,3-dihydro-isoindol-2-yl)-2-(2-methyl-[1,3]dioxolan-2-yl)propionate (0.14 g, 0.34 mmol) and p-toluenesulfonic acid monohydrate (13 mg), and the obtained product was identified with the following NMR data. The reactants are C(C)(=O)N1CCC(CC1)C1=CN(C2=CC=CC=C12)C1=CC=CC=C1 (3-(1-acetyl-4-piperidyl)-1-phenylindole), [OH-].[Na+] (sodium hydroxide), [OH-].[Na+] (sodium hydroxide). The solvent is C(C)O (ethanol). The product is C1(=CC=CC=C1)N1C=C(C2=CC=CC=C12)C1CCNCC1 (1-phenyl-3-(4-piperidyl)indole). Isolated yield 69.1%. As a reaction SMILES: C([N:4]1[CH2:9][CH2:8][CH:7]([C:10]2[C:18]3[C:13](=[CH:14][CH:15]=[CH:16][CH:17]=3)[N:12]([C:19]3[CH:24]=[CH:23][CH:22]=[CH:21][CH:20]=3)[CH:11]=2)[CH2:6][CH2:5]1)(=O)C.[OH-].[Na+]>C(O)C>[C:19]1([N:12]2[C:13]3[C:18](=[CH:17][CH:16]=[CH:15][CH:14]=3)[C:10]([CH:7]3[CH2:8][CH2:9][NH:4][CH2:5][CH2:6]3)=[CH:11]2)[CH:24]=[CH:23][CH:22]=[CH:21][CH:20]=1 |f:1.2|. Procedure: A mixture of 3-(1-acetyl-4-piperidyl)-1-phenylindole (5.0 g) and 2N aqueous sodium hydroxide solution (30 ml) in ethanol (30 ml) was refluxed for 7.5 hours. Then, 2N aqueous sodium hydroxide (30 ml) was further added and the mixture was refluxed for another 5 hours. Ethanol was then distilled off and the oily residue was extracted with a mixture of chloroform and methanol (30:1 V/V). The extract was washed with water, dried over magnesium sulfate and concentrated under reduced pressure. The resi... The reactants are Clc1ccc(-c2cc(CBr)no2)s1, O=C([O-])[O-], CCOC(=O)c1cnc(-c2ccc(Cl)cc2)[nH]1, [Cs+], [Cs+], CN(C)C=O. Product: CCOC(=O)c1cn(Cc2cc(-c3ccc(Cl)s3)on2)c(-c2ccc(Cl)cc2)n1. RXN SMILES: [Br:24][CH2:25][c:26]1[n:27][o:28][c:29](-[c:31]2[s:32][c:33]([Cl:36])[cH:34][cH:35]2)[cH:30]1.[C:18](=[O:19])([O-:20])[O-:21].[CH2:1]([CH3:2])[O:3][C:4](=[O:5])[c:6]1[nH:7][c:8](-[c:11]2[cH:12][cH:13][c:14]([Cl:17])[cH:15][cH:16]2)[n:9][cH:10]1.[Cs+:22].[Cs+:23].[O:37]=[CH:38][N:39]([CH3:40])[CH3:41]>>[CH2:1]([CH3:2])[O:3][C:4](=[O:5])[c:6]1[n:7][c:8](-[c:11]2[cH:12][cH:13][c:14]([Cl:17])[cH:15][cH:16]2)[n:9]([CH2:25][c:26]2[n:27][o:28][c:29](-[c:31]3[s:32][c:33]([Cl:36])[cH:34][cH:35]3)[cH:30]2)[cH:10]1. The reactants are CCCCO, CCc1nc(Cl)c2c(n1)N(C)C(=O)CS2, NN, O. Reaction SMILES: [CH2:19]([OH:20])[CH2:21][CH2:22][CH3:23].[Cl:1][c:2]1[n:3][c:4]([CH2:14][CH3:15])[n:5][c:6]2[c:7]1[S:8][CH2:9][C:10](=[O:13])[N:11]2[CH3:12].[NH2:17][NH2:18].[OH2:16]>>[c:2]1([NH:17][NH2:18])[n:3][c:4]([CH2:14][CH3:15])[n:5][c:6]2[c:7]1[S:8][CH2:9][C:10](=[O:13])[N:11]2[CH3:12]. Yields the product CCc1nc(NN)c2c(n1)N(C)C(=O)CS2. The reactants are CSC1=CC=C(C=C1)N1C=CC2=CC=C(C=C12)C(=O)OC (methyl 1-[4-(methylthio)phenyl]-1H-indole-6-carboxylate), O.NN (hydrazine monohydrate). Solvent: C(C)O (ethanol). The product is CSC1=CC=C(C=C1)N1C=CC2=CC=C(C=C12)C(=O)NN (1-[4-(methylthio)phenyl]-1H-indole-6-carbohydrazide). RXN SMILES: [CH3:1][S:2][C:3]1[CH:8]=[CH:7][C:6]([N:9]2[C:17]3[C:12](=[CH:13][CH:14]=[C:15]([C:18]([O:20]C)=O)[CH:16]=3)[CH:11]=[CH:10]2)=[CH:5][CH:4]=1.O.[NH2:23][NH2:24]>C(O)C>[CH3:1][S:2][C:3]1[CH:8]=[CH:7][C:6]([N:9]2[C:17]3[C:12](=[CH:13][CH:14]=[C:15]([C:18]([NH:23][NH2:24])=[O:20])[CH:16]=3)[CH:11]=[CH:10]2)=[CH:5][CH:4]=1 |f:1.2|. Procedure: A mixture of methyl 1-[4-(methylthio)phenyl]-1H-indole-6-carboxylate (2.50 g, 8.41 mmol), hydrazine monohydrate (4.08 mL, 84.1 mmol) and ethanol (40 mL) was heated under reflux overnight. After cooling, the precipitate was collected by filtration and washed with ethanol to give crude 1-[4-(methylthio)phenyl]-1H-indole-6-carbohydrazide.